The task is: describe an organic reaction: reactants, conditions, products, and yield. This data is from the Open Reaction Database (ORD), a public repository of structured organic reaction records. Starting materials: CC(=O)Nc1cc(C(O)CNC(C)(C)CCn2ccnc2)ccc1OCc1ccccc1, [K+], [OH-], O. Product: CC(C)(CCn1ccnc1)NCC(O)c1ccc(OCc2ccccc2)c(N)c1. Reaction SMILES: [CH2:1]([c:2]1[cH:3][cH:4][cH:5][cH:6][cH:7]1)[O:8][c:9]1[c:10]([NH:11][C:12](=[O:13])[CH3:14])[cH:15][c:16]([CH:19]([CH2:20][NH:21][C:22]([CH3:23])([CH2:24][CH2:25][n:26]2[cH:27][n:28][cH:29][cH:30]2)[CH3:31])[OH:32])[cH:17][cH:18]1.[K+:34].[OH-:33].[OH2:35]>>[CH2:1]([c:2]1[cH:3][cH:4][cH:5][cH:6][cH:7]1)[O:8][c:9]1[c:10]([NH2:11])[cH:15][c:16]([CH:19]([CH2:20][NH:21][C:22]([CH3:23])([CH2:24][CH2:25][n:26]2[cH:27][n:28][cH:29][cH:30]2)[CH3:31])[OH:32])[cH:17][cH:18]1. Reactants: Cl (HCl), C(C)(C)(C)O[K] (tBuOK), FC1=C(C(=O)O)C=CC=N1 (2-fluoronicotinic acid), COCCOCCOCCOCCO (tetraethyleneglycol monomethyl ether). The solvent is C1CCOC1 (THF), C1CCOC1 (THF), CCOC(=O)C (EtOAc). Reaction conditions: temperature 100 celsius. The product is COCCOCCOCCOCCOC1=C(C(=O)O)C=CC=N1 (2-(2-{2-[2-(2-Methoxy-ethoxy)-ethoxy]-ethoxy}-ethoxy)-nicotinic acid). The yield is 89.9%. RXN SMILES: C(O[K])(C)(C)C.F[C:8]1[N:16]=[CH:15][CH:14]=[CH:13][C:9]=1[C:10]([OH:12])=[O:11].[CH3:17][O:18][CH2:19][CH2:20][O:21][CH2:22][CH2:23][O:24][CH2:25][CH2:26][O:27][CH2:28][CH2:29][OH:30].Cl>C1COCC1.CCOC(C)=O>[CH3:17][O:18][CH2:19][CH2:20][O:21][CH2:22][CH2:23][O:24][CH2:25][CH2:26][O:27][CH2:28][CH2:29][O:30][C:8]1[N:16]=[CH:15][CH:14]=[CH:13][C:9]=1[C:10]([OH:12])=[O:11]. Procedure details: A solution of tBuOK in THF (20% wt, 561.0 uL, 1.0 mmol) was added to a mixture of 2-fluoronicotinic acid (70.6 mg, 0.50 mmol) and tetraethyleneglycol monomethyl ether (105.5 μL, 0.50 mmol) in THF (2.0 mL) at ambient temperature under N2. The mixture was heated at 100° C. for 3 h. The reaction mixture was diluted with EtOAc. The organic phase was acidified with 1 N HCl solution, washed with saturated NaCl solution, then dried over Na2SO4. Filtration and concentration in vacuo provided compound D ... Starting materials: CC(=O)OCCON=C1Oc2ccccc2C1=O, CON, CN1CCCC1=O, Cl, O. Yields the product CON=C1C(=NOCCOC(C)=O)Oc2ccccc21. As a reaction SMILES: [C:1]([CH3:2])(=[O:3])[O:4][CH2:5][CH2:6][O:7][N:8]=[C:9]1[O:10][c:11]2[c:12]([cH:15][cH:16][cH:17][cH:18]2)[C:13]1=[O:14].[CH3:20][O:21][NH2:22].[CH3:24][N:25]1[CH2:26][CH2:27][CH2:28][C:29]1=[O:30].[ClH:19].[OH2:23]>>[C:1]([CH3:2])(=[O:3])[O:4][CH2:5][CH2:6][O:7][N:8]=[C:9]1[O:10][c:11]2[c:12]([cH:15][cH:16][cH:17][cH:18]2)[C:13]1=[N:22][O:21][CH3:20]. Starting materials: C(C)OC=CC(C)=O (4-ethoxy-but-3-en-2-one), TEA, [Si](C)(C)(C)OS(=O)(=O)C(F)(F)F (TMSOTf). Run in C1CCOC1 (THF). Run at time 60 minute. Yields the product C(C)OC=CC(O[Si](C)(C)C)=C ((3-ethoxy-1-methylene-allyloxy)-trimethyl-silane). Yield: 77.5%. Reaction SMILES: [CH2:1]([O:3][CH:4]=[CH:5][C:6](=[O:8])[CH3:7])[CH3:2].[Si:9](OS(C(F)(F)F)(=O)=O)([CH3:12])([CH3:11])[CH3:10]>C1COCC1>[CH2:1]([O:3][CH:4]=[CH:5][C:6](=[CH2:7])[O:8][Si:9]([CH3:12])([CH3:11])[CH3:10])[CH3:2]. Procedure details: In a 250 mL three-necked flask under N2 atomosphere, to a solution of 7.2 g of 4-ethoxy-but-3-en-2-one (63 mmol, 1 eq) and 12.7 g of TEA (126 mmol, 2 eq) in THF at −78° C., was added 21 g of TMSOTf (95 mmol, 1.5 eq) dropwise in 40 mins. Stirring was continued for 60 mins at 0˜−30° C. After the conversion was complete (check by NMR), the reaction was quenched with 5% NaHCO3, extract with Hexane and dried over Na2SO4. After remove the solvent the crude product was purified with redistillation (oil... Starting materials: C(C=C)OC(=O)N1[C@@H](C[C@@H](C1)SC1=C(N2C([C@@H]([C@H]2[C@H]1C)[C@@H](C)O[Si](C)(C)C(C)(C)C)=O)C(=O)OCC=C)COCCF (allyl (4R,5S,6S)-3-[(2S,4S)-1-allyloxycarbonyl-2-(2-fluoroethyloxymethyl)pyrrolidin-4-yl]thio-6-[(1R)-1-(t-butyldimethylsilyloxy)ethyl]-4-methyl-7-oxo-1-azabicyclo[3.2.0]hept-2-ene-2-carboxylate), [F-].C(CCC)[N+](CCCC)(CCCC)CCCC (tetrabutylammonium fluoride), O (Water), C(C)(=O)OCC (ethyl acetate). Run in O1CCCC1 (tetrahydrofuran), O1CCCC1 (tetrahydrofuran), C(C)(=O)O (acetic acid). Conditions: time 23 hour. Yields the product C(C=C)OC(=O)N1[C@@H](C[C@@H](C1)SC1=C(N2C([C@@H]([C@H]2[C@H]1C)[C@@H](C)O)=O)C(=O)OCC=C)COCCF (allyl (4R,5S,6S)-3-[(2S,4S)-1-allyloxycarbonyl-2-(2-fluoroethyloxymethyl)pyrrolidin-4-yl]thio-6-[(1R)-1-hydroxyethyl]-4-methyl-7-oxo-1-azabicyclo[3.2.0]hept-2-ene- 2-carboxylate). The yield is 53.8%. As a reaction SMILES: [CH2:1]([O:4][C:5]([N:7]1[CH2:11][C@@H:10]([S:12][C:13]2[C@H:19]([CH3:20])[C@H:18]3[N:15]([C:16](=[O:31])[C@@H:17]3[C@H:21]([O:23][Si](C(C)(C)C)(C)C)[CH3:22])[C:14]=2[C:32]([O:34][CH2:35][CH:36]=[CH2:37])=[O:33])[CH2:9][C@H:8]1[CH2:38][O:39][CH2:40][CH2:41][F:42])=[O:6])[CH:2]=[CH2:3].[F-].C([N+](CCCC)(CCCC)CCCC)CCC.O.C(OCC)(=O)C>O1CCCC1.C(O)(=O)C>[CH2:1]([O:4][C:5]([N:7]1[CH2:11][C@@H:10]([S:12][C:13]2[C@H:19]([CH3:20])[C@H:18]3[N:15]([C:16](=[O:31])[C@@H:17]3[C@H:21]([OH:23])[CH3:22])[C:14]=2[C:32]([O:34][CH2:35][CH:36]=[CH2:37])=[O:33])[CH2:9][C@H:8]1[CH2:38][O:39][CH2:40][CH2:41][F:42])=[O:6])[CH:2]=[CH2:3] |f:1.2|. Procedure: To a solution of allyl (4R,5S,6S)-3-[(2S,4S)-1-allyloxycarbonyl-2-(2-fluoroethyloxymethyl)pyrrolidin-4-yl]thio-6-[(1R)-1-(t-butyldimethylsilyloxy)ethyl]-4-methyl-7-oxo-1-azabicyclo[3.2.0]hept-2-ene-2-carboxylate (250 mg) in tetrahydrofuran (5 ml) were added 1M tetrabutylammonium fluoride in tetrahydrofuran (1.2 ml) and acetic acid (0.8 ml), and the solution was stirred at room temperature for 23 hours. Water (10 ml) and ethyl acetate (10 ml) were added and stirred for 5 minutes. The organic laye... Reactants: C(C)N(C(C)C)C(C)C (N-ethyldiisopropylamine), SC1=C(C(=CC=C1)OC)O (2-mercapto-6-methoxyphenol), CO (methanol). The product is SC1=C(C=CC=C1OC)O (2-mercapto-3-methoxyphenol). Reaction SMILES: [CH2:1](N(C(C)C)C(C)C)C.[SH:10][C:11]1C=[CH:15][CH:14]=[C:13](OC)[C:12]=1[OH:19].[CH3:20][OH:21]>>[SH:10][C:11]1[C:20]([O:21][CH3:1])=[CH:15][CH:14]=[CH:13][C:12]=1[OH:19]. Procedure details: N-ethyldiisopropylamine (12.9 mL) and 2-mercapto-6-methoxyphenol (9.8 g) synthesized in Reference Example 8(4) were added in that order to a methanol (180 mL) solution of the compound obtained in the above (4), and stirred at room temperature for 14 hours. The reaction solvent was evaporated off under reduced pressure, the residue was dissolved in ethyl acetate, and extracted twice with distilled water. The organic layer was dried with magnesium sulfate, and the solvent was evaporated off under ...